This data is from the Open Reaction Database (ORD), a public repository of structured organic reaction records. The task is: describe an organic reaction: reactants, conditions, products, and yield Starting materials: [Li]CCCC, CC#N, Cl, CCCCOC(=O)C1CC1(F)F, C1CCOC1, O. Reaction SMILES: [CH2:4]([Li:5])[CH2:6][CH2:7][CH3:8].[CH3:1][C:2]#[N:3].[ClH:21].[F:9][C:10]1([F:20])[CH:11]([C:13](=[O:14])[O:15][CH2:16][CH2:17][CH2:18][CH3:19])[CH2:12]1.[O:22]1[CH2:23][CH2:24][CH2:25][CH2:26]1.[OH2:27]>>[CH2:1]([C:2]#[N:3])[C:13]([CH:11]1[C:10]([F:9])([F:20])[CH2:12]1)=[O:14]. Yields the product N#CCC(=O)C1CC1(F)F. Starting materials: OCCBr, CC(C)(C)OC(=O)NC1CCNCC1, CCO, [Na+], [Na+], O=C([O-])[O-]. The product is CC(C)(C)OC(=O)NC1CCN(CCO)CC1. As a reaction SMILES: [Br:21][CH2:22][CH2:23][OH:24].[C:1]([CH3:2])([CH3:3])([CH3:4])[O:5][C:6]([NH:7][CH:8]1[CH2:9][CH2:10][NH:11][CH2:12][CH2:13]1)=[O:14].[CH3:25][CH2:26][OH:27].[Na+:15].[Na+:16].[O-:17][C:18](=[O:19])[O-:20]>>[C:1]([CH3:2])([CH3:3])([CH3:4])[O:5][C:6]([NH:7][CH:8]1[CH2:9][CH2:10][N:11]([CH2:22][CH2:23][OH:24])[CH2:12][CH2:13]1)=[O:14]. Reactants: OC1=CC(OC(C1)(CCC=1C=NC=CC1)C(C)C)=O (4-hydroxy-6-isopropyl-6-(2-pyridin-3-yl-ethyl)-5,6-dihydro-pyran-2-one), C(C)(C)(C)C1=C(C=C(C(=C1)CO)C)SS(=O)(=O)C1=CC=C(C=C1)C (toluene-4-thiosulfonic acid S-(2-tert-butyl-4-hydroxymethyl-5-methyl-phenyl)ester), C([O-])([O-])=O.[K+].[K+] (potassium carbonate). Run in CN(C)C=O (DMF). Yields the product C(C)(C)(C)C1=C(C=C(C(=C1)CO)C)SC=1C(OC(CC1O)(CCC=1C=NC=CC1)C(C)C)=O (3-(2-tert-Butyl-4-hydroxymethyl-5-methyl-phenylsulfanyl)-4-hydroxy-6-isopropyl-6-(2-pyridin-3-yl-ethyl)-5,6-dihydro-pyran-2-one). As a reaction SMILES: [OH:1][C:2]1[CH2:7][C:6]([CH:16]([CH3:18])[CH3:17])([CH2:8][CH2:9][C:10]2[CH:11]=[N:12][CH:13]=[CH:14][CH:15]=2)[O:5][C:4](=[O:19])[CH:3]=1.[C:20]([C:24]1[CH:29]=[C:28]([CH2:30][OH:31])[C:27]([CH3:32])=[CH:26][C:25]=1[S:33]S(C1C=CC(C)=CC=1)(=O)=O)([CH3:23])([CH3:22])[CH3:21].C(=O)([O-])[O-].[K+].[K+]>CN(C=O)C>[C:20]([C:24]1[CH:29]=[C:28]([CH2:30][OH:31])[C:27]([CH3:32])=[CH:26][C:25]=1[S:33][C:3]1[C:4](=[O:19])[O:5][C:6]([CH:16]([CH3:17])[CH3:18])([CH2:8][CH2:9][C:10]2[CH:11]=[N:12][CH:13]=[CH:14][CH:15]=2)[CH2:7][C:2]=1[OH:1])([CH3:23])([CH3:22])[CH3:21] |f:2.3.4|. Procedure details: The title compound was prepared as described in General Method 16a using 4-hydroxy-6-isopropyl-6-(2-pyridin-3-yl-ethyl)-5,6-dihydro-pyran-2-one (Example E-16; 0.92 mmol), toluene-4-thiosulfonic acid S-(2-tert-butyl-4-hydroxymethyl-5-methyl-phenyl)ester (Example BB-2; 1.01 mmol), potassium carbonate (3.67 mmol) in DMF (5 mL). The product was triturated from Et2O, mp 122-125° C. MS (APCI): 470 (M+H). Reactants: ( 1 ), NCC(=O)O (Gly), ( 2 ), ( 1 ), N[C@@H]([C@H](O)C)C(=O)O (Thr), N[C@@H](CCC(O)=O)C(=O)O (Glu), ( 2 ), ( 4 ). Product: N[C@@H](CC(N)=O)C(=O)O (Asn). Reaction SMILES: N[C@H:2]([C:8]([OH:10])=O)CCC(=O)O.[NH2:11][CH2:12][C:13]([OH:15])=[O:14].[NH2:16][C@H](C(O)=O)[C@@H](C)O>>[NH2:11][C@H:12]([C:13]([OH:15])=[O:14])[CH2:2][C:8](=[O:10])[NH2:16]. Procedure: 1.1 (1), Glu:2.0 (2), Ser:2.3 (2), Gly:4.4 (4), Thr:1.0 (1), The reactants are OCCC1CCCC1, Cc1ccc(S(=O)(=O)Oc2c(-c3ccc(S(C)(=O)=O)cc3)cnn(-c3ccc(F)c(F)c3)c2=O)cc1, O. Product: CS(=O)(=O)c1ccc(-c2cnn(-c3ccc(F)c(F)c3)c(=O)c2OCCC2CCCC2)cc1. As a reaction SMILES: [CH:37]1([CH2:42][CH2:43][OH:44])[CH2:38][CH2:39][CH2:40][CH2:41]1.[F:1][c:2]1[cH:3][c:4](-[n:9]2[n:10][cH:11][c:12](-[c:27]3[cH:28][cH:29][c:30]([S:33](=[O:34])(=[O:35])[CH3:36])[cH:31][cH:32]3)[c:13]([O:16][S:17]([c:18]3[cH:19][cH:20][c:21]([CH3:22])[cH:23][cH:24]3)(=[O:25])=[O:26])[c:14]2=[O:15])[cH:5][cH:6][c:7]1[F:8].[OH2:45]>>[F:1][c:2]1[cH:3][c:4](-[n:9]2[n:10][cH:11][c:12](-[c:27]3[cH:28][cH:29][c:30]([S:33](=[O:34])(=[O:35])[CH3:36])[cH:31][cH:32]3)[c:13]([O:16][CH2:43][CH2:42][CH:37]3[CH2:38][CH2:39][CH2:40][CH2:41]3)[c:14]2=[O:15])[cH:5][cH:6][c:7]1[F:8].